This data is from the Open Reaction Database (ORD), a public repository of structured organic reaction records. The task is: describe an organic reaction: reactants, conditions, products, and yield Starting materials: ClC1=NC(=NC(=N1)NCC)NC(C)C (2-chloro-4-ethylamino-6-isopropylamino-s-triazine), CSC1=NC(=NC(=N1)NC(C)C)NC(C)C (2-methylmercapto-4,6-bis(isopropylamino)-s-triazine), CSC1=NC(=NC(=N1)NCCOC)NC(C)C (2-methylmercapto-4-(2-methoxyethylamino)-6-isopropylamino-s-triazine), ClC1=NC(=NC(=N1)NCC)NCCCOC (2-chloro-4-ethylamino-6-(3-methoxy-n-propylamino)-s-triazine), ClC1=NC(=NC(=N1)NC(C)C)NC(C)C (2-chloro-4,6-bis(isopropylamino)-s-triazine), NN1C(=NN=C(C1=O)C(C)(C)C)SC (4-amino-6-(t-butyl)-3-(methylthio)-1,2,4-triazine-5(4H)-one), COC1=NC(=NC(=N1)NCC)NC(C)C (2-methoxy-4-ethylamino-6-isopropylamino-s-triazine), CSC1=NC(=NC(=N1)NCC)NC(C)C (2-methylmercapto-4-ethylamino-6-isopropylamino-s-triazine), ClC1=NC(=NC(=N1)NCCCOC)NCCCOC (2-chloro-4,6-bis(3-methoxy-n-propylamino)-s-triazine), COC1=NC(=NC(=N1)NC(C)C)NC(C)C (2-methoxy-4,6-bis(isopropylamino)-s-triazine), 2-methylmercapto-4,6-bis(ethylamino)-2-triazine. Yields the product ClC1=NC(=NC(=N1)NCC)NCC (2-chloro-4,6-bis(ethylamino)-s-triazine). As a reaction SMILES: [Cl:1][C:2]1[N:7]=[C:6]([NH:8][CH2:9][CH3:10])[N:5]=[C:4]([NH:11][CH:12](C)[CH3:13])[N:3]=1.ClC1N=C(NCCCOC)N=C(NCCCOC)N=1.COC1N=C(NC(C)C)N=C(NC(C)C)N=1.ClC1N=C(NCC)N=C(NCCCOC)N=1.CSC1N=C(NC(C)C)N=C(NC(C)C)N=1.CSC1N=C(NCC)N=C(NC(C)C)N=1.ClC1N=C(NC(C)C)N=C(NC(C)C)N=1.COC1N=C(NCC)N=C(NC(C)C)N=1.CSC1N=C(NCCOC)N=C(NC(C)C)N=1.NN1C(=O)C(C(C)(C)C)=NN=C1SC>>[Cl:1][C:2]1[N:3]=[C:4]([NH:11][CH2:12][CH3:13])[N:5]=[C:6]([NH:8][CH2:9][CH3:10])[N:7]=1. Procedure: 2-chloro-4-ethylamino-6-isopropylamino-s-triazine; 2-chloro-4,6-bis(3-methoxy-n-propylamino)-s-triazine; 2-methoxy-4,6-bis(isopropylamino)-s-triazine; 2-chloro-4-ethylamino-6-(3-methoxy-n-propylamino)-s-triazine; 2-methylmercapto-4,6-bis(isopropylamino)-s-triazine; 2-methylmercapto-4,6-bis(ethylamino)-2-triazine; 2-methylmercapto-4-ethylamino-6-isopropylamino-s-triazine; 2-chloro-4,6-bis(isopropylamino)-s-triazine; 2-methoxy-4-ethylamino-6-isopropylamino-s-triazine; 2-methylmercapto-4-(2-methoxy... RXN SMILES: [CH3:19][C:20]([CH3:21])([O-:22])[CH3:23].[CH3:1][I:2].[F:3][C:4]([CH2:5][O:6][CH2:7][c:8]1[cH:9][cH:10][cH:11][cH:12][cH:13]1)([CH2:14][CH2:15][CH2:16][OH:17])[F:18].[K+:24].[O:25]1[CH2:26][CH2:27][CH2:28][CH2:29]1>>[F:3][C:4]([CH2:5][O:6][CH2:7][c:8]1[cH:9][cH:10][cH:11][cH:12][cH:13]1)([CH2:14][CH2:15][CH2:16][O:17][CH3:19])[F:18]. Product: COCCCC(F)(F)COCc1ccccc1. The reactants are CC(C)(C)[O-], CI, OCCCC(F)(F)COCc1ccccc1, [K+], C1CCOC1. Reactants: Clc1ccnc2ccc(Br)cc12, O=C([O-])[O-], C1COCCO1, CN(C)c1cc(B2OC(C)(C)C(C)(C)O2)cnc1Cl, [K+], [K+]. Yields the product CN(C)c1cc(-c2ccc3nccc(Cl)c3c2)cnc1Cl. As a reaction SMILES: [Br:20][c:21]1[cH:22][c:23]2[c:24]([Cl:31])[cH:25][cH:26][n:27][c:28]2[cH:29][cH:30]1.[C:32](=[O:33])([O-:34])[O-:35].[CH2:38]1[O:39][CH2:40][CH2:41][O:42][CH2:43]1.[Cl:1][c:2]1[n:3][cH:4][c:5]([B:11]2[O:12][C:13]([CH3:14])([CH3:15])[C:16]([CH3:17])([CH3:18])[O:19]2)[cH:6][c:7]1[N:8]([CH3:9])[CH3:10].[K+:36].[K+:37]>>[Cl:1][c:2]1[n:3][cH:4][c:5](-[c:21]2[cH:22][c:23]3[c:24]([Cl:31])[cH:25][cH:26][n:27][c:28]3[cH:29][cH:30]2)[cH:6][c:7]1[N:8]([CH3:9])[CH3:10]. Starting materials: C=O (paraformaldehyde), N1(CCCCCC1)CCCN (3-(Azepan-1-yl)propan-1-amine), C(C1=CC=CC=C1)=O (benzaldehyde), [BH-](OC(=O)C)(OC(=O)C)OC(=O)C.[Na+] (NaBH(OAc)3), [OH-].[Na+] (NaOH). Run in C(Cl)Cl (methylene chloride), C(Cl)Cl (methylene chloride). Run at time 3 hour. The product is N1(CCCCCC1)CCCN(C)CC1=CC=CC=C1 (3-(azepan-1-yl)-N-benzyl-N-methylpropan-1-amine). As a reaction SMILES: [N:1]1([CH2:8][CH2:9][CH2:10][NH2:11])[CH2:7][CH2:6][CH2:5][CH2:4][CH2:3][CH2:2]1.[CH:12](=O)[C:13]1[CH:18]=[CH:17][CH:16]=[CH:15][CH:14]=1.[BH-](OC(C)=O)(OC(C)=O)O[C:22](C)=O.[Na+].C=O.[OH-].[Na+]>C(Cl)Cl>[N:1]1([CH2:8][CH2:9][CH2:10][N:11]([CH2:12][C:13]2[CH:18]=[CH:17][CH:16]=[CH:15][CH:14]=2)[CH3:22])[CH2:7][CH2:6][CH2:5][CH2:4][CH2:3][CH2:2]1 |f:2.3,5.6|. Procedure details: To a mixture of 3-(Azepan-1-yl)propan-1-amine (0.10 g, 0.64 mmole) in methylene chloride (5 mL) were added benzaldehyde (0.64 mmole) and NaBH(OAc)3 (0.63 g, 3.0 mmol). The reaction solution was stirred at room temperature for 3 h. Then, paraformaldehyde (200 mg) was added to the reaction mixture and stirring was continued for 6 h. 2N aqueous NaOH (2 mL) was added to quench the reaction, followed by addition of methylene chloride (30 mL). The organic layer was separated, dried over anhydrous Na2S... Starting materials: ClC1=CC=C(C=C1)CC(C(CN1N=CN=C1)=O)(C)C (1-(4-chlorophenyl)-2,2-dimethyl-4-(1,2,4-triazol-1-yl)-3-butanone), COC(N(C)C)OC (dimethylformamide dimethylacetal). The product is ClC1=CC=C(C=C1)CC(C(C(=CN(C)C)N1N=CN=C1)=O)(C)C (1-(4-chlorophenyl)-2,2-dimethyl-5-dimethylamino-4-(1,2,4-triazol-1-yl)-4-penten-3-one). Yield: 123.0%. As a reaction SMILES: [Cl:1][C:2]1[CH:7]=[CH:6][C:5]([CH2:8][C:9]([CH3:19])([CH3:18])[C:10](=[O:17])[CH2:11][N:12]2[CH:16]=[N:15][CH:14]=[N:13]2)=[CH:4][CH:3]=1.CO[CH:22](OC)[N:23]([CH3:25])[CH3:24]>>[Cl:1][C:2]1[CH:7]=[CH:6][C:5]([CH2:8][C:9]([CH3:19])([CH3:18])[C:10](=[O:17])[C:11]([N:12]2[CH:16]=[N:15][CH:14]=[N:13]2)=[CH:22][N:23]([CH3:25])[CH3:24])=[CH:4][CH:3]=1. Procedure details: 50 g (0.18 mol) of 1-(4-chlorophenyl)-2,2-dimethyl-4-(1,2,4-triazol-1-yl)-3-butanone are heated under reflux with 23.6 g (0.138 mol) of dimethylformamide dimethylacetal for 8 hours. To isolate the end product, the reaction mixture is concentrated in vacuo. 56.5 g (94.4% of theory) of 1-(4-chlorophenyl)-2,2-dimethyl-5-dimethylamino-4-(1,2,4-triazol-1-yl)-4-penten-3-one of refractive index n20 1.5797 are obtained. ##STR17## Starting materials: CCOC(=O)c1ccc(-c2cc(OC)cc(OC)c2F)c2cccnc12, CC#N, O=S(=O)(Cl)Cl. Yields the product CCOC(=O)c1ccc(-c2c(F)c(OC)cc(OC)c2Cl)c2cccnc12. Reaction SMILES: [CH2:6]([CH3:7])[O:8][C:9](=[O:10])[c:11]1[cH:12][cH:13][c:14](-[c:21]2[c:22]([F:31])[c:23]([O:29][CH3:30])[cH:24][c:25]([O:27][CH3:28])[cH:26]2)[c:15]2[cH:16][cH:17][cH:18][n:19][c:20]12.[CH3:32][C:33]#[N:34].[S:1]([Cl:2])(=[O:3])([Cl:4])=[O:5]>>[Cl:4][c:26]1[c:21](-[c:14]2[cH:13][cH:12][c:11]([C:9]([O:8][CH2:6][CH3:7])=[O:10])[c:20]3[c:15]2[cH:16][cH:17][cH:18][n:19]3)[c:22]([F:31])[c:23]([O:29][CH3:30])[cH:24][c:25]1[O:27][CH3:28].